describe an organic reaction: reactants, conditions, products, and yield From a dataset of the Open Reaction Database (ORD), a public repository of structured organic reaction records. Starting materials: CC1=NNC=C1 (3-methyl pyrazole), [H-].[Na+] (Sodium hydride), ClC1=C(C=CC(=C1)F)C(=O)N1CC2=C(NC3=C1C=CC=C3)N=CC=C2 ((2-chloro-4-fluorophenyl)-(5,11-dihydro-pyrido[2,3-b][1,5]benzodiazepin-6-yl)-methanone). Run in CCCCCC (hexane). Reaction conditions: time 2 hour. Yields the product ClC1=C(C=CC(=C1)N1N=C(C=C1)C)C(=O)N1CC2=C(NC3=C1C=CC=C3)N=CC=C2 ([2-Chloro-4-(3-methyl-pyrazol-1-yl)-phenyl]-(5,11-dihydro-pyrido [2,3-b][1,5]benzodiazepin-6-yl)-methanone). As a reaction SMILES: [H-].[Na+].[CH3:3][C:4]1[CH:8]=[CH:7][NH:6][N:5]=1.[Cl:9][C:10]1[CH:15]=[C:14](F)[CH:13]=[CH:12][C:11]=1[C:17]([N:19]1[C:25]2[CH:26]=[CH:27][CH:28]=[CH:29][C:24]=2[NH:23][C:22]2[N:30]=[CH:31][CH:32]=[CH:33][C:21]=2[CH2:20]1)=[O:18]>CCCCCC>[Cl:9][C:10]1[CH:15]=[C:14]([N:6]2[CH:7]=[CH:8][C:4]([CH3:3])=[N:5]2)[CH:13]=[CH:12][C:11]=1[C:17]([N:19]1[C:25]2[CH:26]=[CH:27][CH:28]=[CH:29][C:24]=2[NH:23][C:22]2[N:30]=[CH:31][CH:32]=[CH:33][C:21]=2[CH2:20]1)=[O:18] |f:0.1|. Procedure: Sodium hydride (60% suspension in oil, 1.8 g, 45.19 mmol) was washed with hexane, dried under nitrogen and resuspended in dry dimethylformamide (130 mL). Neat 3-methyl pyrazole (3.71 g, 45.19 mmol) was added dropwise at 0° C. After the gas evolution subsided the cooling bath was removed and stirring was continued at room temperature. The (2-chloro-4-fluorophenyl)-(5,11-dihydro-pyrido[2,3-b][1,5]benzodiazepin-6-yl)-methanone of Step D (8.11 g, 22.59 mmol) was added in one portion and the mixture ... Reactants: O[C@H]1[C@@H](CCCC1)C(=O)OCC (ethyl (R,R)-2-hydroxycyclohexanecarboxylate), O.NN (Hydrazine monohydrate). Solvent: CC(C)O (2-propanol). Conditions: time 30 minute. The product is O[C@H]1[C@@H](CCCC1)C(=O)NN ((R,R)-2-hydroxycyclohexanecarboxylic Hydrazide). Yield: 32.0%. RXN SMILES: [OH:1][C@@H:2]1[CH2:7][CH2:6][CH2:5][CH2:4][C@H:3]1[C:8]([O:10]CC)=O.O.[NH2:14][NH2:15]>CC(O)C>[OH:1][C@@H:2]1[CH2:7][CH2:6][CH2:5][CH2:4][C@H:3]1[C:8]([NH:14][NH2:15])=[O:10] |f:1.2|. Procedure details: To a one-liter four-necked flask were added 102.5 g (595 mmol) of ethyl (R,R)-2-hydroxycyclohexanecarboxylate and 400 mL of 2-propanol and stirring was started. Hydrazine monohydrate (44.7 g; 893 mmol) was dropped thereinto at 13° C. taking 30 minutes. After the dropping, the mixture was stirred at 80° C. for 9.5 hours. Followed by, heating was stopped and the mixture was cooled to room temperature to precipitate the crystals. The crystals were filtered and washed with a small amount of 2-propan... Starting materials: Cl (HCl), ClC1=CC=C(C=C1)O (para-chlorophenol), [Al] (aluminum), [H][H] (hydrogen), CSSC (methyldisulfide). Run in C1CCCCC1 (cyclohexane). Run at temperature 152 celsius. Product: ClC1=CC(=C(C=C1)O)SC (4-Chloro-2-(Methylthio)-Phenol). Reaction SMILES: [Cl:1][C:2]1[CH:7]=[CH:6][C:5]([OH:8])=[CH:4][CH:3]=1.[Al].[H][H].[CH3:12][S:13]SC.Cl>C1CCCCC1>[Cl:1][C:2]1[CH:7]=[CH:6][C:5]([OH:8])=[C:4]([S:13][CH3:12])[CH:3]=1. Procedure details: A mixture of para-chlorophenol (100 grams, 0.78 moles) and cyclohexane (50 ml) was distilled free of cyclohexane to remove any residual water in the para-chlorophenol. The para-chlorophenol was heated at 160° to 180° C. and aluminum turnings (1.5 grams, 0.06 moles) were slowly added. After cessation of hydrogen evolution, methyldisulfide (46 ml) was added to the mixture and heated at reflux (ca. 152° C.) overnight. The temperature was then increased to 180° C. for 2 additional hours. The mixture... Reactants: NC1=NC2=NC(=CC=C2C=C1)OC (2-amino-7-methoxynaphthyridine), C(C)(=O)OC=1C=C(C(=O)Cl)C=CC1 (3-acetoxybenzoyl chloride), N1=CC=CC=C1 (pyridine). Run in O (water). The product is COC1=CC=C2C=CC(=NC2=N1)NC(C1=CC(=CC=C1)OC(C)=O)=O (N-(7-methoxy-1,8-naphthyridin2-yl)-3-acetoxybenzamide). Isolated yield 78.6%. RXN SMILES: [NH2:1][C:2]1[CH:11]=[CH:10][C:9]2[C:4](=[N:5][C:6]([O:12][CH3:13])=[CH:7][CH:8]=2)[N:3]=1.[C:14]([O:17][C:18]1[CH:19]=[C:20]([CH:24]=[CH:25][CH:26]=1)[C:21](Cl)=[O:22])(=[O:16])[CH3:15].N1C=CC=CC=1>O>[CH3:13][O:12][C:6]1[N:5]=[C:4]2[C:9]([CH:10]=[CH:11][C:2]([NH:1][C:21](=[O:22])[C:20]3[CH:24]=[CH:25][CH:26]=[C:18]([O:17][C:14](=[O:16])[CH3:15])[CH:19]=3)=[N:3]2)=[CH:8][CH:7]=1. Reported procedure: The procedure is similar to that described in Example 3, but starting with 2-amino-7-methoxynaphthyridine (3.5 g), 3-acetoxybenzoyl chloride (4.4 g) and anhydrous pyridine (40 cc). The reaction mixture is poured into water (400 cc) and the precipitate obtained is separated by filtration and then washed with water (6×100 cc) and dried in the air. On recrystallization from ethanol (140 cc) of the product thereby obtained, N-(7-methoxy-1,8-naphthyridin2-yl)-3-acetoxybenzamide (5.3 g), m.p. 172° C.,... Reactants: CC(C(=O)OCC)(C)OC1=CC=CC=C1 (ethyl 2-methyl-2-phenoxypropanoate), [OH-].[Na+] (NaOH), CCO (EtOH). Run at time 30 minute. The product is COC1=CC=C(OCC(=O)O)C=C1 (2-(4-methoxyphenoxy)acetic acid). As a reaction SMILES: C[C:2]([O:9][C:10]1[CH:15]=[CH:14][CH:13]=[CH:12][CH:11]=1)(C)[C:3]([O:5]CC)=[O:4].[OH-].[Na+].C[CH2:19][OH:20]>>[CH3:19][O:20][C:13]1[CH:12]=[CH:11][C:10]([O:9][CH2:2][C:3]([OH:5])=[O:4])=[CH:15][CH:14]=1 |f:1.2|. Reported procedure: To a solution of ethyl 2-methyl-2-phenoxypropanoate (210 mg, 1 mmol) in EtOH (10 ml) was added 10% NaOH aqueous solution (10 mL) at 26° C. The mixture was stirred for 30 min and then concentrated before the addition of water (20 mL) and washing with ethyl acetate (2×20 mL). The aqueous layer was acidified with 2N HCL until pH 3 and extracted with ethyl acetate (2×20 ml). The organic layer was washed with brine (30 mL), dried over Na2SO4 and concentrated to give the title compound which was used ... Reactants: Cc1c(Br)cccc1C(=O)O, O=C([O-])O, CI, [Na+], CN(C)C=O, O. The product is COC(=O)c1cccc(Br)c1C. Reaction SMILES: [Br:1][c:2]1[c:3]([CH3:11])[c:4]([C:5](=[O:6])[OH:7])[cH:8][cH:9][cH:10]1.[C:12](=[O:13])([OH:14])[O-:15].[I:17][CH3:18].[Na+:16].[O:20]=[CH:21][N:22]([CH3:23])[CH3:24].[OH2:19]>>[Br:1][c:2]1[c:3]([CH3:11])[c:4]([C:5](=[O:6])[O:7][CH3:12])[cH:8][cH:9][cH:10]1. Reactants: FC(C1=C(C=CC=C1)NN)(F)F (2-(trifluoromethyl)-phenylhydrazine), CC(C(CC#N)=O)(C)C (4,4-dimethyl-3-oxopentanenitrile). Yields the product title compound, C(C)(C)(C)C1=NN(C(=C1)N)C1=C(C=CC=C1)C(F)(F)F (3-tert-butyl-1-(2-(trifluoromethyl)phenyl)-1H-pyrazol-5-amine). Isolated yield 64.0%. As a reaction SMILES: [F:1][C:2]([F:12])([F:11])[C:3]1[CH:8]=[CH:7][CH:6]=[CH:5][C:4]=1[NH:9][NH2:10].[CH3:13][C:14]([CH3:21])([CH3:20])[C:15](=O)[CH2:16][C:17]#[N:18]>>[C:14]([C:15]1[CH:16]=[C:17]([NH2:18])[N:9]([C:4]2[CH:5]=[CH:6][CH:7]=[CH:8][C:3]=2[C:2]([F:11])([F:12])[F:1])[N:10]=1)([CH3:21])([CH3:20])[CH3:13]. Procedure details: The title compound was prepared from 2-(trifluoromethyl)-phenylhydrazine (1.41 g, 8.0 mmol) and 4,4-dimethyl-3-oxopentanenitrile (1.0 g, 8.0 mmol) using the procedure in Example 161A Step 3 to give 3-tert-butyl-1-(2-(trifluoromethyl)phenyl)-1H-pyrazol-5-amine (1.45 g, 5.12 mmol, 64%). 1H NMR (300 MHz, DMSO-d6) δ 7.86 (d, 1H), 7.75 (t, 1H), 7.65 (t, 1H), 7.49 (d, 1H), 5.27 (s, 1H), 4.97 (s, 1H), 1.18 (s, 9H); LC-MS (ESI) m/z 284 (M+H)+. Reactants: ClC=1C(=C(N(C1C)COCC[Si](C)(C)C)C(=O)OC(C)(C)C)F (tert-butyl 4-chloro-3-fluoro-5-methyl-1-{[2-(trimethylsilyl)ethoxy]methyl}-1H-pyrrole-2-carboxylate), ClC=1C(=C(N(C1C)COCC[Si](C)(C)C)C(=O)OC(C)(C)C)F (tert-butyl 4-chloro-3-fluoro-5-methyl-1-{[2-(trimethylsilyl)ethoxy]methyl}-1H-pyrrole-2-carboxylate). Run in CN1C(CCC1)=O (N-methylpyrrolidinone). Reaction conditions: temperature 200 celsius. Product: ClC=1C(=C(N(C1C)COCC[Si](C)(C)C)C(=O)O)F (4-chloro-3-fluoro-5-methyl-1-{[2-(trimethylsilyl)ethoxy]methyl}-1H-pyrrole-2-carboxylic acid). RXN SMILES: [Cl:1][C:2]1[C:3]([F:23])=[C:4]([C:16]([O:18]C(C)(C)C)=[O:17])[N:5]([CH2:8][O:9][CH2:10][CH2:11][Si:12]([CH3:15])([CH3:14])[CH3:13])[C:6]=1[CH3:7]>CN1CCCC1=O>[Cl:1][C:2]1[C:3]([F:23])=[C:4]([C:16]([OH:18])=[O:17])[N:5]([CH2:8][O:9][CH2:10][CH2:11][Si:12]([CH3:14])([CH3:15])[CH3:13])[C:6]=1[CH3:7]. Procedure: tert-butyl 4-chloro-3-fluoro-5-methyl-1-{[2-(trimethylsilyl)ethoxy]methyl}-1H-pyrrole-2-carboxylate (Intermediate 264, 100 mg) was dissolved in N-methylpyrrolidinone (10 ml), heated to 200° C. for 30 minutes. The resulting solution was carried on to the next step without further purification. Product: C1(CC1)CNC(=O)N1CC(C1)OC1=CC(=CC=C1)C(F)(F)F (N-(Cyclopropylmethyl)-3-[3-(trifluoromethyl)phenoxy]-1-azetidinecarboxamide). The reactants are Cl.NCC1CC1 ((aminomethyl) cyclopropane hydrochloride), C(=O)(N1C=NC=C1)N1C=NC=C1 (1,1'-carbonyldiimidazole), C(C(=O)O)(=O)O.FC(C=1C=C(OC2CNC2)C=CC1)(F)F (3-(3-(trifluoromethyl)phenoxy]azetidine oxalate), CO.C(Cl)Cl (methanol methylene chloride). Run in N1=CC=CC=C1 (pyridine), C(C)N(CC)CC (triethylamine). As a reaction SMILES: Cl.[NH2:2][CH2:3][CH:4]1[CH2:6][CH2:5]1.[C:7]([N:14]1[CH:18]=[CH:17]N=[CH:15]1)(N1C=CN=C1)=[O:8].CO.C(Cl)Cl.C(O)(=O)C(O)=O.[F:30][C:31]([F:44])([F:43])[C:32]1[CH:33]=[C:34]([CH:40]=[CH:41][CH:42]=1)[O:35]C1CNC1>N1C=CC=CC=1.C(N(CC)CC)C>[CH:4]1([CH2:3][NH:2][C:7]([N:14]2[CH2:15][CH:17]([O:35][C:34]3[CH:40]=[CH:41][CH:42]=[C:32]([C:31]([F:30])([F:43])[F:44])[CH:33]=3)[CH2:18]2)=[O:8])[CH2:6][CH2:5]1 |f:0.1,3.4,5.6|. Reaction conditions: time 45 minute. Procedure details: A solution of 2.6 g (0.024 mole) of (aminomethyl) cyclopropane hydrochloride in 50 ml of pyridine was stirred under a blanket of nitrogen while 3.9 g (0.024 mole) of 1,1'-carbonyldiimidazole was added. After stirring for 45 minutes, the TLC (5% methanol/methylene chloride on silica gel) showed no reaction; therefore, 2 ml of triethylamine was added. The reaction mixture after 10 minutes became cloudy and the TLC showed a new product. The reaction was treated with 6.2 g (0.02 mole) of 3-(3-(trifl... Isolated yield 103.4%. Reactants: ClC(C)C (2-chloropropane), CNC(/C(=N/OC)/C1=C(C=CC=C1)OC1=CC=CC=C1)=O ((E)-N-methyl-2-(2-phenoxyphenyl) -2-methoxyiminoacetamide). Product: CNC(/C(=N/OC)/C1=C(C=CC=C1)OC1=CC=C(C=C1)C(C)C)=O ((E)-N-methyl-2-[2-(4-isopropylphenoxy)phenyl]-2-methoxyiminoacetamide). RXN SMILES: Cl[CH:2]([CH3:4])[CH3:3].[CH3:5][NH:6][C:7](=[O:25])/[C:8](/[C:12]1[CH:17]=[CH:16][CH:15]=[CH:14][C:13]=1[O:18][C:19]1[CH:24]=[CH:23][CH:22]=[CH:21][CH:20]=1)=[N:9]/[O:10][CH3:11]>>[CH3:5][NH:6][C:7](=[O:25])/[C:8](/[C:12]1[CH:17]=[CH:16][CH:15]=[CH:14][C:13]=1[O:18][C:19]1[CH:20]=[CH:21][C:22]([CH:2]([CH3:4])[CH3:3])=[CH:23][CH:24]=1)=[N:9]/[O:10][CH3:11]. Procedure details: In the same manner as in Example 14, the objective compound was prepared from 2-chloropropane and (E)-N-methyl-2-(2-phenoxyphenyl) -2-methoxyiminoacetamide.